Dataset: the Open Reaction Database (ORD), a public repository of structured organic reaction records. Task: describe an organic reaction: reactants, conditions, products, and yield The reactants are Cc1ccc(C(=O)c2ccc(F)cc2Cl)cc1, C1CCOC1, O, O, OO, Cc1ccc(S(=O)(=O)O)cc1. Product: O=C(O)c1ccc(F)cc1Cl. Reaction SMILES: [Cl:1][c:2]1[c:3]([C:4](=[O:5])[c:6]2[cH:7][cH:8][c:9]([CH3:10])[cH:11][cH:12]2)[cH:13][cH:14][c:15]([F:17])[cH:16]1.[O:32]1[CH2:33][CH2:34][CH2:35][CH2:36]1.[OH2:18].[OH2:37].[OH:30][OH:31].[c:19]1([CH3:20])[cH:21][cH:22][c:23]([S:24]([OH:25])(=[O:26])=[O:27])[cH:28][cH:29]1>>[Cl:1][c:2]1[c:3]([C:4]([OH:5])=[O:26])[cH:13][cH:14][c:15]([F:17])[cH:16]1. The reactants are FC1=CC=C(C=C1)C1=NN2C(N=CC=C2)=C1C1=CC=NC=C1 (2-(4-fluorophenyl)-3-(pyridin-4-yl)pyrazolo[1,5-a]pyrimidine), C(C)(=O)Cl (acetyl chloride), C[Mg]Br (methyl magnesium bromide), C([O-])(O)=O.[Na+] (sodium bicarbonate). The solvent is O1CCCC1 (tetrahydrofuran), O1CCCC1 (tetrahydrofuran). Conditions: time 1 hour. Product: C(C)(=O)N1C(C=C(C=C1)C=1C(=NN2C1N=CC=C2)C2=CC=C(C=C2)F)C (3-(1-acetyl-1,2-dihydro-2-methylpyridin-4-yl)-2-(4-fluorophenyl)pyrazolo[1,5-a]pyrimidine). RXN SMILES: [F:1][C:2]1[CH:7]=[CH:6][C:5]([C:8]2[C:16]([C:17]3[CH:22]=[CH:21][N:20]=[CH:19][CH:18]=3)=[C:11]3[N:12]=[CH:13][CH:14]=[CH:15][N:10]3[N:9]=2)=[CH:4][CH:3]=1.[C:23](Cl)(=[O:25])[CH3:24].[CH3:27][Mg]Br.C(=O)(O)[O-].[Na+]>O1CCCC1>[C:23]([N:20]1[CH:21]=[CH:22][C:17]([C:16]2[C:8]([C:5]3[CH:6]=[CH:7][C:2]([F:1])=[CH:3][CH:4]=3)=[N:9][N:10]3[CH:15]=[CH:14][CH:13]=[N:12][C:11]=23)=[CH:18][CH:19]1[CH3:27])(=[O:25])[CH3:24] |f:3.4|. Procedure details: To a solution of 2-(4-fluorophenyl)-3-(pyridin-4-yl)pyrazolo[1,5-a]pyrimidine (480 mg) in dry tetrahydrofuran (15 ml) was added acetyl chloride (0.89 ml) dropwise under ice cooling. The mixture was stirred at ambient temperature for 1 hour and to the mixture was added a solution of methyl magnesium bromide in tetrahydrofuran (1 mole solution, 12.42 ml) under ice cooling. The mixture was stirred at ambient temperature for 2 hours and to the mixture was added an aqueous saturated sodium bicarbonat... Starting materials: C1CN2CCN1CC2, CC#N, O=S(=O)(Cl)c1ccc(F)c(Cl)c1, Nc1ccncn1. The product is O=S(=O)(Nc1ccncn1)c1ccc(F)c(Cl)c1. As a reaction SMILES: [CH2:8]1[N:9]2[CH2:10][CH2:11][N:12]([CH2:13][CH2:14]2)[CH2:15]1.[CH3:28][C:29]#[N:30].[Cl:16][c:17]1[cH:18][c:19]([S:24](=[O:25])(=[O:26])[Cl:27])[cH:20][cH:21][c:22]1[F:23].[NH2:1][c:2]1[n:3][cH:4][n:5][cH:6][cH:7]1>>[NH:1]([c:2]1[n:3][cH:4][n:5][cH:6][cH:7]1)[S:24]([c:19]1[cH:18][c:17]([Cl:16])[c:22]([F:23])[cH:21][cH:20]1)(=[O:25])=[O:26]. The reactants are C(C)(=O)NC=1C=C(C(C(=O)O)=CC1)O (4-acetamidosalicylic acid), C(C=C)Br (allyl bromide), [H-].[Na+] (sodium hydride), [H][H] (hydrogen). Solvent: CN(C)C=O (DMF), CN(C)C=O (DMF). Run at time 8.6 hour. Product: C(C=C)OC(C=1C(O)=CC(=CC1)NC(C)=O)=O (4-Acetamidosalicylic acid allyl ester). Yield: 62745.5%. Reaction SMILES: [H-].[Na+].[C:3]([NH:6][C:7]1[CH:8]=[C:9]([OH:16])[C:10](=[CH:14][CH:15]=1)[C:11]([OH:13])=[O:12])(=[O:5])[CH3:4].[H][H].[CH2:19](Br)[CH:20]=[CH2:21]>CN(C=O)C>[CH2:21]([O:12][C:11](=[O:13])[C:10]1[C:9](=[CH:8][C:7]([NH:6][C:3](=[O:5])[CH3:4])=[CH:15][CH:14]=1)[OH:16])[CH:20]=[CH2:19] |f:0.1|. Procedure details: To a stirred suspension of sodium hydride (4.0 g of 60%, 0.1 mmol) in 25 mL DMF was added dropwise a solution of 4-acetamidosalicylic acid (19.5 g, 0.1 mmol) in 50 mL DMF. After the evolution of hydrogen was over, allyl bromide (12.1 g, 0.1 mmol) was added and the mixture was stirred for 8.6 hours. DMF was removed in vacuo and the residue crystallized from methanol/water to give 14.76 g (62.76%) of the title compound as a white solid, mp 156-8° C. Starting materials: O=C(OOC(=O)c1ccccc1)c1ccccc1, ClC(Cl)(Cl)Cl, Cc1ccc(F)cc1, O=C1CCC(=O)N1Br. The product is Fc1ccc(CBr)cc1. Reaction SMILES: [C:17]([O:18][O:19][C:20](=[O:21])[c:22]1[cH:23][cH:24][cH:25][cH:26][cH:27]1)(=[O:28])[c:29]1[cH:30][cH:31][cH:32][cH:33][cH:34]1.[C:35]([Cl:36])([Cl:37])([Cl:38])[Cl:39].[F:1][c:2]1[cH:3][cH:4][c:5]([CH3:8])[cH:6][cH:7]1.[O:9]=[C:10]1[N:11]([Br:16])[C:12](=[O:13])[CH2:14][CH2:15]1>>[F:1][c:2]1[cH:3][cH:4][c:5]([CH2:8][Br:16])[cH:6][cH:7]1. Yield: 42.0%. The product is NC=1OC2=C3C(=CC=C2C(C1C#N)C1=CC(=CC(=C1)F)F)N(C=C3)C (2-Amino-3-cyano-4-(3,5-difluorophenyl)-7-methyl-4H-pyrrolo[2,3-h]chromene), white solids. Starting materials: OC1=C2C=CN(C2=CC=C1)C (4-hydroxy-1-methylindole), FC=1C=C(C=O)C=C(C1)F (3,5-difluorobenzaldehyde), C(CC#N)#N (malononitrile). RXN SMILES: [OH:1][C:2]1[CH:10]=[CH:9][CH:8]=[C:7]2[C:3]=1[CH:4]=[CH:5][N:6]2[CH3:11].[F:12][C:13]1[CH:14]=[C:15]([CH:18]=[C:19]([F:21])[CH:20]=1)[CH:16]=O.[C:22](#[N:26])[CH2:23][C:24]#[N:25]>>[NH2:26][C:22]1[O:1][C:2]2[C:10]([CH:16]([C:15]3[CH:14]=[C:13]([F:12])[CH:20]=[C:19]([F:21])[CH:18]=3)[C:23]=1[C:24]#[N:25])=[CH:9][CH:8]=[C:7]1[N:6]([CH3:11])[CH:5]=[CH:4][C:3]=21. Procedure details: The title compound was prepared from 4-hydroxy-1-methylindole (40 mg, 0.27 mmol), 3,5-difluorobenzaldehyde (38 mg, 0.27 mmol) and malononitrile (18 mg, 0.27 mmol) similar to Example 24 to yield 38 mg (42%) of white solids. 1H NMR (CDCl3): 7.07-7.03 (m, 2H), 6.76-6.73 (m, 3H), 6.68-6.62 (m, 1H), 6.57 (d, J=3.0 Hz, 1H), 4.83 (s, 1H), 4.72 (brs, 2H), 3.78 (s, 3H). Starting materials: NC1=NC=C(N=C1)Br (2-amino-5-bromopyrazine), FC1=C(C=CC(=C1)S(=O)(=O)C)B(O)O ([2-fluoro-4-(methylsulfonyl)phenyl]boronic acid), C(=O)([O-])[O-].[Na+].[Na+] (Na2CO3). Reagents/catalysts: C=1C=CC(=CC1)[P](C=2C=CC=CC2)(C=3C=CC=CC3)[Pd]([P](C=4C=CC=CC4)(C=5C=CC=CC5)C=6C=CC=CC6)([P](C=7C=CC=CC7)(C=8C=CC=CC8)C=9C=CC=CC9)[P](C=1C=CC=CC1)(C=1C=CC=CC1)C=1C=CC=CC1 (Pd(PPh3)4). Solvent: O1CCOCC1 (1,4-dioxane), CO (MeOH). Product: FC1=C(C=CC(=C1)S(=O)(=O)C)C=1N=CC(=NC1)N (5-[2-fluoro-4-(methylsulfonyl)phenyl]-2-pyrazinamine). Reaction SMILES: [NH2:1][C:2]1[CH:7]=[N:6][C:5](Br)=[CH:4][N:3]=1.[F:9][C:10]1[CH:15]=[C:14]([S:16]([CH3:19])(=[O:18])=[O:17])[CH:13]=[CH:12][C:11]=1B(O)O.C([O-])([O-])=O.[Na+].[Na+]>O1CCOCC1.CO.C1C=CC([P]([Pd]([P](C2C=CC=CC=2)(C2C=CC=CC=2)C2C=CC=CC=2)([P](C2C=CC=CC=2)(C2C=CC=CC=2)C2C=CC=CC=2)[P](C2C=CC=CC=2)(C2C=CC=CC=2)C2C=CC=CC=2)(C2C=CC=CC=2)C2C=CC=CC=2)=CC=1>[F:9][C:10]1[CH:15]=[C:14]([S:16]([CH3:19])(=[O:18])=[O:17])[CH:13]=[CH:12][C:11]=1[C:5]1[N:6]=[CH:7][C:2]([NH2:1])=[N:3][CH:4]=1 |f:2.3.4,^1:40,42,61,80|. Procedure: 5-[2-Fluoro-4-(methylsulfonyl)phenyl]-2-pyrazinamine (0.30 g, 50%) was prepared as a yellowish brown solid from 2-amino-5-bromopyrazine (0.4 g, 2.23 mmol), [2-fluoro-4-(methylsulfonyl)phenyl]boronic acid (0.50 g, 2.23 mmol), 2M Na2CO3 (4 mL), Pd(PPh3)4 (52 mg, 0.05 mmol) in 1,4-dioxane (8 mL) and MeOH (4 mL) in a manner similar to Example 145, Step 1. The crude product was triturated with CH2Cl2 to give 5-[2-fluoro-4-(methylsulfonyl)phenyl]-2-pyrazinamine as a yellowish brown solid. 1H NMR (400 ... Reactants: C(C)(C)(C)OC(=O)N(CCC1=CC=C(C=C1)C1=CC(=C(C=C1)C(=O)OC)OC(C)C)C[C@@H](C1=CC=CC=C1)O (methyl 4′-[2-[(tert-butoxycarbonyl)-[(2R)-2-hydroxy-2-phenylethyl]amino]ethyl]-3-isopropoxy-4biphenylcarboxylate), O1CCCC1 (tetrahydrofuran), [OH-].[Na+] (sodium hydroxide), Cl (hydrochloric acid). The solvent is CO (methanol), O (water). Conditions: time 18 hour. Product: C(C)(C)(C)OC(=O)N(CCC1=CC=C(C=C1)C1=CC(=C(C=C1)C(=O)O)OC(C)C)C[C@@H](C1=CC=CC=C1)O (4′-[2-[(tert-butoxycarbonyl)[(2R)-2-hydroxy-2-phenylethyl]amino]-ethyl]-3-isopropoxy-4-biphenylcarboxylic acid). Yield: 102.7%. Reaction SMILES: [C:1]([O:5][C:6]([N:8]([CH2:31][C@H:32]([OH:39])[C:33]1[CH:38]=[CH:37][CH:36]=[CH:35][CH:34]=1)[CH2:9][CH2:10][C:11]1[CH:16]=[CH:15][C:14]([C:17]2[CH:22]=[CH:21][C:20]([C:23]([O:25]C)=[O:24])=[C:19]([O:27][CH:28]([CH3:30])[CH3:29])[CH:18]=2)=[CH:13][CH:12]=1)=[O:7])([CH3:4])([CH3:3])[CH3:2].O1CCCC1.[OH-].[Na+].Cl>CO.O>[C:1]([O:5][C:6]([N:8]([CH2:31][C@H:32]([OH:39])[C:33]1[CH:38]=[CH:37][CH:36]=[CH:35][CH:34]=1)[CH2:9][CH2:10][C:11]1[CH:12]=[CH:13][C:14]([C:17]2[CH:22]=[CH:21][C:20]([C:23]([OH:25])=[O:24])=[C:19]([O:27][CH:28]([CH3:30])[CH3:29])[CH:18]=2)=[CH:15][CH:16]=1)=[O:7])([CH3:3])([CH3:4])[CH3:2] |f:2.3|. Procedure: To a solution of methyl 4′-[2-[(tert-butoxycarbonyl)-[(2R)-2-hydroxy-2-phenylethyl]amino]ethyl]-3-isopropoxy-4biphenylcarboxylate (1.40 g) in methanol (15 ml)/tetrahydrofuran (6 ml) was added aqueous solution of sodium hydroxide (1N, 7.89 ml) at room temperature and the mixture was stirred at room temperature for 18 hours. The mixture solution was acidified with aqueous hydrochloric acid solution (1N), poured into water and extracted with ethyl acetate. The organic layer was washed with brine, d...